This data is from the Open Reaction Database (ORD), a public repository of structured organic reaction records. The task is: describe an organic reaction: reactants, conditions, products, and yield The reactants are m,2H,-CH2 -CH2, CC1(SSC(CN(CCN(CCN(C1)C)C(C)N)C)(C)C)C (3,3,5,11,13,13-Hexamethyl-1,2-dithia-5,8,11-triazacyclotridecan-8-yl-ethanamine), ( 17 ), ( 3 ), NCCN(CCN)CCN (tris(2-aminoethyl)-amine). Product: CN(C)CCN1CCN(CC(SSC(CN(CC1)C)(C)C)(C)C)C (N,N-dimethyl-2-(3,3,5,11,13,13-hexamethyl-1,2-dithia-5,8,11-triaza-cyclotridecan-8-yl)ethylamine). RXN SMILES: NC[CH2:3][N:4](CCN)[CH2:5]CN.[CH3:11][C:12]1([CH3:32])[CH2:24][N:23]([CH3:25])[CH2:22][CH2:21][N:20]([CH:26](N)[CH3:27])[CH2:19][CH2:18][N:17]([CH3:29])[CH2:16][C:15]([CH3:31])([CH3:30])[S:14][S:13]1>>[CH3:3][N:4]([CH2:27][CH2:26][N:20]1[CH2:21][CH2:22][N:23]([CH3:25])[CH2:24][C:12]([CH3:32])([CH3:11])[S:13][S:14][C:15]([CH3:31])([CH3:30])[CH2:16][N:17]([CH3:29])[CH2:18][CH2:19]1)[CH3:5]. Procedure: 1H NMR (300 MHz,in CDCl3): δ2.71 (t,J=6 Hz,4H,-N-CH2 -CH2 -N(CH3)-), 2.64 (s,4H,-N-CH2 -C(CH3)2-S-), 2.62 (t,J=6 Hz,4H,-N-CH2 -CH2 -N(CH3)-), 2.52 (m,2H,-CH2 -CH2 -N(CH3)2), 2.46 (m,2H,-CH2 -CH2 -N(CH3 (2), 2.37 (s,6H,-CH2 -N(CH3)-CH2 -), 2.25 (s,6H,-CH2 -CH2 -N(CH3)2) and 1.28 (s,12H,-S-C(CH3)2 -) ppm. 13C NMR (75 MHz, in CDCl3): δ74.8, 67.7, 57.6, 57.2, 53.9, 51.7, 51.3, 45.9, 45.1 and 26.9 ppm. MS (El; m/z): 376(4,M+), 377(2,M+ +1), 378(0.6,M+ +2), 318(1,M+ -((CH3)2N-CH2 ·)), 262 (3), 255 (1)... Reagents/catalysts: O.Cl.Cl.Cl[Pt](Cl)(Cl)Cl (hydrogen hexachloroplatinate (IV) hydrate). Yield: 70.0%. Starting materials: Cl[SiH](Cl)Cl (Trichlorosilane), C(C=C)OCCOCC=C (3-(2-Allyloxy-ethoxy)-propene), di(3-trichlorosilyl)propyl ethylene ether. Conditions: temperature 80 celsius. Product: Cl[Si](CCCOCCOCCC[Si](Cl)(Cl)Cl)(Cl)Cl (1-trichlorosilanyl-3-[2-(3-trichlorosilanyl-propoxy)-ethoxy]-propane). Procedure details: 3-(2-Allyloxy-ethoxy)-propene (20 g, 0.141 mol) and 40 mg of hydrogen hexachloroplatinate (IV) hydrate were added to a 250-mL air-free flask with a condenser. Trichlorosilane (40 mL, 0.396 mol) was added dropwise to the stirred solution which was subsequently heated in an oil bath of 80° C. The reaction mixture was heated at reflux for 4 hours and then distilled in vacuum. The fraction containing di(3-trichlorosilyl)propyl ethylene ether (39 g, 0.0944 mol) at 90° C. and 20 mtorr was collected wi... RXN SMILES: [CH2:1]([O:4][CH2:5][CH2:6][O:7][CH2:8][CH:9]=[CH2:10])[CH:2]=[CH2:3].[Cl:11][SiH:12]([Cl:14])[Cl:13]>O.Cl.Cl.Cl[Pt](Cl)(Cl)Cl>[Cl:11][Si:12]([Cl:14])([Cl:13])[CH2:3][CH2:2][CH2:1][O:4][CH2:5][CH2:6][O:7][CH2:8][CH2:9][CH2:10][Si:12]([Cl:14])([Cl:13])[Cl:11] |f:2.3.4.5|. Starting materials: CN(C=CC(=O)C=1SC=CC1)C (3-dimethylamino-1-(2-thienyl)-2-propen-1-one), C(O)(O)=O.COC1=CC=C(C=C1)NC(=N)N (4-methoxyphenylguanidine carbonate). Run in C(C)(C)O (isopropanol). Product: COC1=CC=C(C=C1)NC1=NC=CC(=N1)C=1SC=CC1 (N-(4-Methoxyphenyl)-4-(2-thienyl)-2-pyrimidinamine). The yield is 61.2%. As a reaction SMILES: CN(C)[CH:3]=[CH:4][C:5]([C:7]1[S:8][CH:9]=[CH:10][CH:11]=1)=O.C(=O)(O)O.[CH3:17][O:18][C:19]1[CH:24]=[CH:23][C:22]([NH:25][C:26]([NH2:28])=[NH:27])=[CH:21][CH:20]=1>C(O)(C)C>[CH3:17][O:18][C:19]1[CH:20]=[CH:21][C:22]([NH:25][C:26]2[N:28]=[C:5]([C:7]3[S:8][CH:9]=[CH:10][CH:11]=3)[CH:4]=[CH:3][N:27]=2)=[CH:23][CH:24]=1 |f:1.2|. Procedure details: A mixture of 10.9 g of 3-dimethylamino-1-(2-thienyl)-2-propen-1-one (U.S. Pat. No. 4,374,988) and 11.8 g of 4-methoxyphenylguanidine carbonate in 150 ml of isopropanol was heated at reflux for 48 hours. The solution was cooled, then filtered, giving 9.0 g of the desired product as yellow crystals, mp 158°-160° C. Starting materials: ClC1=CC(=CC=C1)C(=O)OO (3-chloroperbenzoic acid), C1(=CC=CC=C1)SN(C(OCC)=O)CCOC1=CC=C(C=C1)OC1=CC(=CC(=C1)F)F (ethyl N-phenylthio-2-[4-(3,5-difluorophenoxy)phenoxy]ethylcarbamate). Solvent: ClCCl (dichloromethane), ClCCl (dichloromethane). Product: C1(=CC=CC=C1)S(=O)N(C(OCC)=O)CCOC1=CC=C(C=C1)OC1=CC(=CC(=C1)F)F (ethyl N-phenylsulfinyl-2-[4-(3,5-difluorophenoxy)phenoxy]ethylcarbamate). RXN SMILES: ClC1C=CC=C(C(OO)=[O:9])C=1.[C:12]1([S:18][N:19]([CH2:25][CH2:26][O:27][C:28]2[CH:33]=[CH:32][C:31]([O:34][C:35]3[CH:40]=[C:39]([F:41])[CH:38]=[C:37]([F:42])[CH:36]=3)=[CH:30][CH:29]=2)[C:20](=[O:24])[O:21][CH2:22][CH3:23])[CH:17]=[CH:16][CH:15]=[CH:14][CH:13]=1>ClCCl>[C:12]1([S:18]([N:19]([CH2:25][CH2:26][O:27][C:28]2[CH:33]=[CH:32][C:31]([O:34][C:35]3[CH:40]=[C:39]([F:41])[CH:38]=[C:37]([F:42])[CH:36]=3)=[CH:30][CH:29]=2)[C:20](=[O:24])[O:21][CH2:22][CH3:23])=[O:9])[CH:13]=[CH:14][CH:15]=[CH:16][CH:17]=1. Reported procedure: A solution of 8.1 g of 55% 3-chloroperbenzoic acid in 50 ml of dichloromethane is added dropwise at 0° to +5° C. in the course of 20 minutes to a solution of 11.5 g of ethyl N-phenylthio-2-[4-(3,5-difluorophenoxy)phenoxy]ethylcarbamate in 80 ml of dichloromethane, with stirring. After the reaction mixture has been stirred for 2 hours at +20° to +22° C., it is extracted twice with a 10% sodium carbonate solution and washed to neutrality with water. The dichloromethane phase is dried over sodium s... Reactants: ClCCOC1=C(C=CC2=NC(=CC=C2)C)C=CC=C1 (2-[o-(β-chloro-ethoxy)-styryl]-6-methyl-pyridine), CNC (dimethylamine), Cl (monohydrochloride). Yields the product CN(CCOC1=C(C=CC2=NC(=CC=C2)C)C=CC=C1)C (2-[o-(β-Dimethylamino-ethoxy)-styryl]-6-methyl-pyridine). Reaction SMILES: Cl[CH2:2][CH2:3][O:4][C:5]1[CH:19]=[CH:18][CH:17]=[CH:16][C:6]=1[CH:7]=[CH:8][C:9]1[CH:14]=[CH:13][CH:12]=[C:11]([CH3:15])[N:10]=1.[CH3:20][NH:21][CH3:22].Cl>>[CH3:20][N:21]([CH3:22])[CH2:2][CH2:3][O:4][C:5]1[CH:19]=[CH:18][CH:17]=[CH:16][C:6]=1[CH:7]=[CH:8][C:9]1[CH:14]=[CH:13][CH:12]=[C:11]([CH3:15])[N:10]=1. Reported procedure: 2-[o-(β-Dimethylamino-ethoxy)-styryl]-6-methyl-pyridine was prepared from 2-[o-(β-chloro-ethoxy)-styryl]-6-methyl-pyridine and dimethylamine, and the free base was converted into its monohydrochloride, yielding 45% of theory of the compound of the formula ##STR11## which had a melting point of 200° C. Yields the product Cc1ccc(-c2cc(CCCN3CCN(C(c4ccc(F)cc4)c4ccc(F)cc4)CC3)nn2-c2ccccc2)cc1. Starting materials: CCN(C(C)C)C(C)C, Fc1ccc(C(c2ccc(F)cc2)N2CCNCC2)cc1, Cc1ccc(-c2cc(CCC=O)nn2-c2ccccc2)cc1. As a reaction SMILES: [CH:44]([N:45]([CH2:46][CH3:47])[CH:48]([CH3:49])[CH3:50])([CH3:51])[CH3:52].[F:23][c:24]1[cH:25][cH:26][c:27]([CH:30]([N:31]2[CH2:32][CH2:33][NH:34][CH2:35][CH2:36]2)[c:37]2[cH:38][cH:39][c:40]([F:43])[cH:41][cH:42]2)[cH:28][cH:29]1.[c:1]1(-[n:7]2[n:8][c:9]([CH2:19][CH2:20][CH:21]=[O:22])[cH:10][c:11]2-[c:12]2[cH:13][cH:14][c:15]([CH3:18])[cH:16][cH:17]2)[cH:2][cH:3][cH:4][cH:5][cH:6]1>>[c:1]1(-[n:7]2[n:8][c:9]([CH2:19][CH2:20][CH2:21][N:34]3[CH2:33][CH2:32][N:31]([CH:30]([c:27]4[cH:26][cH:25][c:24]([F:23])[cH:29][cH:28]4)[c:37]4[cH:38][cH:39][c:40]([F:43])[cH:41][cH:42]4)[CH2:36][CH2:35]3)[cH:10][c:11]2-[c:12]2[cH:13][cH:14][c:15]([CH3:18])[cH:16][cH:17]2)[cH:2][cH:3][cH:4][cH:5][cH:6]1.